From a dataset of the Open Reaction Database (ORD), a public repository of structured organic reaction records. describe an organic reaction: reactants, conditions, products, and yield Reactants: C(C)OC([C@H](C(C)C)NC(C1=CC=C(C=C1)N1CCC(CC1)=O)=O)=O (3-Methyl-(2S)-2-[4-(4-oxo-piperidine-1-yl)-benzoylamino]-butyric acid ethyl ester), NC[C@H](O)C=1C=CC(=C(C1)NS(=O)(=O)C)O (N-[5-((1R)-2-amino-1-hydroxy-ethyl)-2-hydroxy-phenyl]-methanesulfonamide). Yields the product C(C)OC([C@H](C(C)C)NC(C1=CC=C(C=C1)N1CCC(CC1)NC[C@@H](C1=CC(=C(C=C1)O)NS(=O)(=O)C)O)=O)=O ((2S)-2-(4-{4-[(2R)-2-Hydroxy-2-(4-hydroxy-3-methanesulfonylamino-phenyl)-ethylamino]-piperidine-1-yl}-benzoylamino)-3-methyl-butyric acid ethyl ester). RXN SMILES: [CH2:1]([O:3][C:4](=[O:25])[C@@H:5]([NH:9][C:10](=[O:24])[C:11]1[CH:16]=[CH:15][C:14]([N:17]2[CH2:22][CH2:21][C:20](=O)[CH2:19][CH2:18]2)=[CH:13][CH:12]=1)[CH:6]([CH3:8])[CH3:7])[CH3:2].[NH2:26][CH2:27][C@@H:28]([C:30]1[CH:31]=[CH:32][C:33]([OH:41])=[C:34]([NH:36][S:37]([CH3:40])(=[O:39])=[O:38])[CH:35]=1)[OH:29]>>[CH2:1]([O:3][C:4](=[O:25])[C@@H:5]([NH:9][C:10](=[O:24])[C:11]1[CH:16]=[CH:15][C:14]([N:17]2[CH2:22][CH2:21][CH:20]([NH:26][CH2:27][C@H:28]([OH:29])[C:30]3[CH:31]=[CH:32][C:33]([OH:41])=[C:34]([NH:36][S:37]([CH3:40])(=[O:39])=[O:38])[CH:35]=3)[CH2:19][CH2:18]2)=[CH:13][CH:12]=1)[CH:6]([CH3:8])[CH3:7])[CH3:2]. Reported procedure: The title compound was prepared from 3-methyl-(2S)-2-[4-(4-oxo-piperidine-1-yl)-benzoylamino]-butyric acid ethyl ester (which was obtained in Example 163) and N-[5-((1R)-2-amino-1-hydroxy-ethyl)-2-hydroxy-phenyl]-methanesulfonamide (which was obtained in Example 10) according to the procedure of Example 180 as an off-white solid; mp >85° C. (decomposed); 1H NMR (300 MHz, DMSO-d6) δ 0.92 (d, J=6.8 Hz, 3H), 0.97 (d, J=6.8 Hz, 3H), 1.17 (t, J=7.1 Hz, 3H), 1.20-1.40 (m, 2H), 1.75-1.95 (m, 2H), 2.05-... Starting materials: [BH4-], CC1Cc2c(Br)cc(F)cc2C1=O, [Na+], O. Product: CC1=Cc2cc(F)cc(Br)c2C1. As a reaction SMILES: [BH4-:14].[Br:1][c:2]1[c:3]2[c:7]([cH:8][c:9]([F:11])[cH:10]1)[C:6](=[O:12])[CH:5]([CH3:13])[CH2:4]2.[Na+:15].[OH2:16]>>[Br:1][c:2]1[c:3]2[c:7]([cH:8][c:9]([F:11])[cH:10]1)[CH:6]=[C:5]([CH3:13])[CH2:4]2.